Dataset: the Open Reaction Database (ORD), a public repository of structured organic reaction records. Task: describe an organic reaction: reactants, conditions, products, and yield The reactants are C1CCOC1, CO, O=C(NCC(=O)N1CCN(C(=O)c2ccccc2C(F)(F)F)CC1)c1cc(-c2ccccc2[N+](=O)[O-])[nH]n1. Product: Nc1ccccc1-c1cc(C(=O)NCC(=O)N2CCN(C(=O)c3ccccc3C(F)(F)F)CC2)n[nH]1. Reaction SMILES: [CH2:41]1[O:42][CH2:43][CH2:44][CH2:45]1.[CH3:39][OH:40].[O:1]=[C:2]([CH2:3][NH:4][C:5](=[O:6])[c:7]1[n:8][nH:9][c:10](-[c:12]2[c:13]([N+:18]([O-:19])=[O:20])[cH:14][cH:15][cH:16][cH:17]2)[cH:11]1)[N:21]1[CH2:22][CH2:23][N:24]([C:27]([c:28]2[c:29]([C:34]([F:35])([F:36])[F:37])[cH:30][cH:31][cH:32][cH:33]2)=[O:38])[CH2:25][CH2:26]1>>[O:1]=[C:2]([CH2:3][NH:4][C:5](=[O:6])[c:7]1[n:8][nH:9][c:10](-[c:12]2[c:13]([NH2:18])[cH:14][cH:15][cH:16][cH:17]2)[cH:11]1)[N:21]1[CH2:22][CH2:23][N:24]([C:27]([c:28]2[c:29]([C:34]([F:35])([F:36])[F:37])[cH:30][cH:31][cH:32][cH:33]2)=[O:38])[CH2:25][CH2:26]1. The reactants are CCO, Cc1ccc(S(=O)(=O)N2CCN(CCCl)CC2)cc1, Sc1nnc2ccccn12. The product is Cc1ccc(S(=O)(=O)N2CCN(CCSc3nnc4ccccn34)CC2)cc1. RXN SMILES: [CH3:30][CH2:31][OH:32].[Cl:11][CH2:12][CH2:13][N:14]1[CH2:15][CH2:16][N:17]([S:20](=[O:21])(=[O:22])[c:23]2[cH:24][cH:25][c:26]([CH3:29])[cH:27][cH:28]2)[CH2:18][CH2:19]1.[SH:1][c:2]1[n:3][n:4][c:5]2[n:6]1[cH:7][cH:8][cH:9][cH:10]2>>[S:1]([c:2]1[n:3][n:4][c:5]2[n:6]1[cH:7][cH:8][cH:9][cH:10]2)[CH2:12][CH2:13][N:14]1[CH2:15][CH2:16][N:17]([S:20](=[O:21])(=[O:22])[c:23]2[cH:24][cH:25][c:26]([CH3:29])[cH:27][cH:28]2)[CH2:18][CH2:19]1.